describe an organic reaction: reactants, conditions, products, and yield From a dataset of the Open Reaction Database (ORD), a public repository of structured organic reaction records. The reactants are C(C)(=O)OC(C)=O (acetic anhydride), CCN(C(C)C)C(C)C (DIPEA), C(=O)[O-].[Na+] (sodium formate), FC(S(=O)(=O)OC1=C(CCOC1)C(=O)OCC)(F)F (ethyl 5-(trifluoromethylsulfonyloxy)-3,6-dihydro-2H-pyran-4-carboxylate), Cl (HCl), [Li+].[Cl-] (LiCl). Reagents/catalysts: C(C)(=O)[O-].[Pd+2].C(C)(=O)[O-] (palladium (II) acetate). The solvent is CN(C)C=O (DMF), CCOC(=O)C (EtOAc). Conditions: time 1 hour. Yields the product C(C)OC(=O)C1=C(COCC1)C(=O)O (4-(Ethoxycarbonyl)-5,6-dihydro-2H-pyran-3-carboxylic acid). As a reaction SMILES: [C:1]([O:4]C(=O)C)(=[O:3])C.CCN(C(C)C)C(C)C.C([O-])=O.[Na+].FC(F)(F)S(O[C:27]1[CH2:32][O:31][CH2:30][CH2:29][C:28]=1[C:33]([O:35][CH2:36][CH3:37])=[O:34])(=O)=O.[Li+].[Cl-].Cl>CN(C=O)C.C([O-])(=O)C.[Pd+2].C([O-])(=O)C.CCOC(C)=O>[CH2:36]([O:35][C:33]([C:28]1[CH2:29][CH2:30][O:31][CH2:32][C:27]=1[C:1]([OH:4])=[O:3])=[O:34])[CH3:37] |f:2.3,5.6,9.10.11|. Procedure: A mixture of acetic anhydride (5.19 g, 4.8 mL, 50.9 mmol), DIPEA (6.58 g, 8.89 mL, 50.9 mmol) and sodium formate (5.19 g, 76.3 mmol) was stirred at RT for 1 h. A solution of ethyl 5-(trifluoromethylsulfonyloxy)-3,6-dihydro-2H-pyran-4-carboxylate (8.6 g, 25.4 mmol; prepared according to WO2010038167) in DMF (50 mL) was added dropwise, followed by the addition of palladium (II) acetate (286 mg, 1.27 mmol) and LiCl (3.24 g, 76.3 mmol). After stirring at RT for 1.5 h the black suspension was poured ... Reactants: C1(=CC=CC=C1)C1=CC=C(C(=O)O[C@H]2[C@@H]([C@H]3CC(O[C@H]3C2)=O)\C=C\[C@H](CCCCCCC)OC2OCCCC2)C=C1 ((1S,5R,6R,7R)-7-(4-phenylbenzoyloxy)-6-[3(S)-(2-tetrahydropyranyloxy)-(E)-1decenyl]-2-oxabicyclo[3.3.0]octane-3-one), C([O-])([O-])=O.[K+].[K+] (potassium carbonate). Solvent: CO (methanol). Reaction conditions: time 6 hour. Product: O[C@H]1[C@@H]([C@H]2CC(O[C@H]2C1)=O)\C=C\[C@H](CCCCCCC)OC1OCCCC1 ((1S,5R,6R,7R)-7-hydroxy-6-[3(S)-(2-tetrahydropyranyloxy)-(E)-1-decenyl]-2-oxabicyclo[3.3.0]octane-3-one). As a reaction SMILES: C1(C2C=CC(C([O:13][C@@H:14]3[CH2:21][C@H:20]4[C@H:16]([CH2:17][C:18](=[O:22])[O:19]4)[C@H:15]3/[CH:23]=[CH:24]/[C@@H:25]([O:33][CH:34]3[CH2:39][CH2:38][CH2:37][CH2:36][O:35]3)[CH2:26][CH2:27][CH2:28][CH2:29][CH2:30][CH2:31][CH3:32])=O)=CC=2)C=CC=CC=1.C(=O)([O-])[O-].[K+].[K+]>CO>[OH:13][C@@H:14]1[CH2:21][C@H:20]2[C@H:16]([CH2:17][C:18](=[O:22])[O:19]2)[C@H:15]1/[CH:23]=[CH:24]/[C@@H:25]([O:33][CH:34]1[CH2:39][CH2:38][CH2:37][CH2:36][O:35]1)[CH2:26][CH2:27][CH2:28][CH2:29][CH2:30][CH2:31][CH3:32] |f:1.2.3|. Reported procedure: The tetrahydropyranyl ether (5) (5.03 g) was dissolved into a dry methanol (300 ml), into which potassium carbonate (1.49 g) was added, and stirred at room temperature for 6 hours. A crude compound obtained by a usual work-up was column-chromatographed to give the title compound (6). Yield: 3.25 g Starting materials: N1C=C(C2=CC=CN=C12)C(C(=O)[O-])=O.[K+] (Potassium (7-azaindol-3-yl)-oxoacetate), CCN(C(C)C)C(C)C (Hunig's Base), C[C@@H]1CN(CCN1)C(C1=CC=CC=C1)=O ((R)-3-methyl-N-benzoylpiperazine), C(C)OP(=O)(OCC)ON1N=NC2=C(C1=O)C=CC=C2 (3-(diethoxyphosphoryloxy)-1,2,3-benzotriazin-4(3H)-one). Solvent: CN(C)C=O (DMF). Reaction conditions: time 8 hour. Yields the product C(C1=CC=CC=C1)(=O)N1C[C@H](N(CC1)C(C(=O)C1=CNC2=NC=CC=C12)=O)C ((R)-N-(benzoyl)-3-methyl-N′-[(7-azaindol-3-yl)-oxoacetyl]-piperazine). As a reaction SMILES: [NH:1]1[C:9]2[C:4](=[CH:5][CH:6]=[CH:7][N:8]=2)[C:3]([C:10](=[O:14])[C:11]([O-:13])=O)=[CH:2]1.[K+].[CH3:16][C@H:17]1[NH:22][CH2:21][CH2:20][N:19]([C:23](=[O:30])[C:24]2[CH:29]=[CH:28][CH:27]=[CH:26][CH:25]=2)[CH2:18]1.C(OP(ON1C(=O)C2C=CC=CC=2N=N1)(OCC)=O)C.CCN(C(C)C)C(C)C>CN(C=O)C>[C:23]([N:19]1[CH2:20][CH2:21][N:22]([C:11](=[O:13])[C:10]([C:3]2[C:4]3[C:9](=[N:8][CH:7]=[CH:6][CH:5]=3)[NH:1][CH:2]=2)=[O:14])[C@H:17]([CH3:16])[CH2:18]1)(=[O:30])[C:24]1[CH:25]=[CH:26][CH:27]=[CH:28][CH:29]=1 |f:0.1|. Reported procedure: Potassium 7-azaindole 3-glyoxylate 3a (25.4 g, 0.111 mol), (R)-3-methyl-N-benzoylpiperazine 4a (22.7 g, 0.111 mol), 3-(diethoxyphosphoryloxy)-1,2,3-benzotriazin-4(3H)-one (DEPBT) (33.3 g, 0.111 mol) and Hunig's Base (28.6 g, 0.222 mol) were combined in 500 ml of DMF. The mixture was stirred at room temperature for 8 hours. The reactants are solution, [OH-].[Li+] (lithium hydroxide), ClC=1C=C(C=CC1)N1N=C(C=C1C1=CC(=C(C=C1)F)C(F)(F)F)C(=O)OCC (Ethyl 1-(3-chlorophenyl)-5-[4-fluoro-3-(trifluoromethyl)phenyl]-1H-pyrazole-3-carboxylate). The solvent is O (water), O1CCOCC1 (1,4-dioxane). The product is ClC=1C=C(C=CC1)N1N=C(C=C1C1=CC(=C(C=C1)F)C(F)(F)F)C(=O)O (1-(3-Chlorophenyl)-5-[4-fluoro-3-(trifluoromethyl)phenyl]-1H-pyrazole-3-carboxylic acid). Reaction SMILES: [Cl:1][C:2]1[CH:3]=[C:4]([N:8]2[C:12]([C:13]3[CH:18]=[CH:17][C:16]([F:19])=[C:15]([C:20]([F:23])([F:22])[F:21])[CH:14]=3)=[CH:11][C:10]([C:24]([O:26]CC)=[O:25])=[N:9]2)[CH:5]=[CH:6][CH:7]=1.[OH-].[Li+]>O1CCOCC1.O>[Cl:1][C:2]1[CH:3]=[C:4]([N:8]2[C:12]([C:13]3[CH:18]=[CH:17][C:16]([F:19])=[C:15]([C:20]([F:22])([F:23])[F:21])[CH:14]=3)=[CH:11][C:10]([C:24]([OH:26])=[O:25])=[N:9]2)[CH:5]=[CH:6][CH:7]=1 |f:1.2|. Reported procedure: 3.60 g (8.72 mmol) of the compound of Example 27A are provided in 50 ml of 1,4-dioxane, 50 ml (50 mmol) of a 1N solution of lithium hydroxide in water are added, and the mixture is heated under reflux for 1 h. The mixture is concentrated, the residue is diluted with water, a conc. aqueous hydrogen chloride solution is subsequently added until the pH is acidic, the mixture is extracted with ethyl acetate, and the organic phase is dried over magnesium sulfate, filtered and concentrated. 3.30 g (98...